Dataset: the Open Reaction Database (ORD), a public repository of structured organic reaction records. Task: describe an organic reaction: reactants, conditions, products, and yield Isolated yield 68.7%. Solvent: C(C)#N (acetonitrile), O (water). The reagents and catalysts are C1=CC=C(C=C1)P(C2=CC=CC=C2)C3=CC=CC=C3.C1=CC=C(C=C1)P(C2=CC=CC=C2)C3=CC=CC=C3.Cl[Pd]Cl (bis(triphenylphosphine)palladium(II)chloride). RXN SMILES: [NH2:1][C:2]1[C:7]([F:8])=[C:6](Cl)[N:5]=[C:4]([C:10]([O:12][CH3:13])=[O:11])[C:3]=1[Cl:14].[O:15]1[C:19]2[CH:20]=[CH:21][CH:22]=[C:23](B3OC(C)(C)C(C)(C)O3)[C:18]=2[O:17][CH2:16]1.[F-].[K+]>C(#N)C.O.C1C=CC(P(C2C=CC=CC=2)C2C=CC=CC=2)=CC=1.C1C=CC(P(C2C=CC=CC=2)C2C=CC=CC=2)=CC=1.Cl[Pd]Cl>[NH2:1][C:2]1[C:7]([F:8])=[C:6]([C:23]2[C:18]3[O:17][CH2:16][O:15][C:19]=3[CH:20]=[CH:21][CH:22]=2)[N:5]=[C:4]([C:10]([O:12][CH3:13])=[O:11])[C:3]=1[Cl:14] |f:2.3,6.7.8|. Yields the product NC1=C(C(=NC(=C1F)C1=CC=CC=2OCOC21)C(=O)OC)Cl (Methyl 4-amino-6-(benzo[d][1,3]dioxol-4-yl)-3-chloro-5-fluoropicolinate). Reported procedure: Methyl 4-amino-3,6-dichloro-5-fluoropicolinate (1.5 g, 6.28 mmol), 2-(benzo[d][1,3]dioxol-4-yl)-4,4,5,5-tetramethyl-1,3,2-dioxaborolane (2.024 g, 8.16 mmol), potassium fluoride (0.875 g, 15.06 mmol; Note: Related examples utilize cesium fluoride) and bis(triphenylphosphine)palladium(II)chloride (0.440 g, 0.628 mmol) were combined in acetonitrile (13 mL) and water (4.5 mL). The reaction mixture was then irradiated in a microwave at 110° C. in a capped vial for 20 min, with external IR-sensor temp... Reactants: NC1=C(C(=NC(=C1F)Cl)C(=O)OC)Cl (Methyl 4-amino-3,6-dichloro-5-fluoropicolinate), O1COC2=C1C=CC=C2B2OC(C(O2)(C)C)(C)C (2-(benzo[d][1,3]dioxol-4-yl)-4,4,5,5-tetramethyl-1,3,2-dioxaborolane), [F-].[K+] (potassium fluoride). Starting materials: N1N=CC=C1 (pyrazole), ClC=1N=C(C2=C(N1)SC(=C2Cl)C)NCC2=CC=C(C=C2)F (2,5-dichloro-6-methyl-4-(4-fluorobenzylamino)-thieno-[2,3-d]-pyrimidine). Yields the product N1(N=CC=C1)C=1N=C(C2=C(N1)SC(=C2Cl)C)NCC2=CC=C(C=C2)F (2-(pyrazol-1-yl)-5-chloro-6-methyl-4-(4-fluorobenzylamino)-thieno-[2,3-d]-pyrimidine). RXN SMILES: [NH:1]1[CH:5]=[CH:4][CH:3]=[N:2]1.Cl[C:7]1[N:8]=[C:9]([NH:18][CH2:19][C:20]2[CH:25]=[CH:24][C:23]([F:26])=[CH:22][CH:21]=2)[C:10]2[C:15]([Cl:16])=[C:14]([CH3:17])[S:13][C:11]=2[N:12]=1>>[N:1]1([C:7]2[N:8]=[C:9]([NH:18][CH2:19][C:20]3[CH:25]=[CH:24][C:23]([F:26])=[CH:22][CH:21]=3)[C:10]3[C:15]([Cl:16])=[C:14]([CH3:17])[S:13][C:11]=3[N:12]=2)[CH:5]=[CH:4][CH:3]=[N:2]1. Reported procedure: Following the procedure of Example 97, the reaction of pyrazole with 2,5-dichloro-6-methyl-4-(4-fluorobenzylamino)-thieno-[2,3-d]-pyrimidine gives 2-(pyrazol-1-yl)-5-chloro-6-methyl-4-(4-fluorobenzylamino)-thieno-[2,3-d]-pyrimidine. Starting materials: C(C)(=O)N (acetamide), COC(C)(N(C)C)OC (1,1-dimethoxy-N,N-dimethylethanamine). Yields the product CN(\C(\C)=N/C(C)=O)C ((Z)-N-(1-(dimethylamino)ethylidene)acetamide). Reaction SMILES: [C:1]([NH2:4])(=[O:3])[CH3:2].CO[C:7](OC)([N:9]([CH3:11])[CH3:10])[CH3:8]>>[CH3:10][N:9]([CH3:11])/[C:7](=[N:4]\[C:1](=[O:3])[CH3:2])/[CH3:8]. Reported procedure: A slurry of acetamide (500 mg, 8.46 mmol, 1 eq.) was heated neat in 1,1-dimethoxy-N,N-dimethylethanamine (5 mL) for 16 hours. The 1,1-dimethoxy-N,N-dimethylethanamine was removed by roto-evaporation to afford (Z)-N-(1-(dimethylamino)ethylidene)acetamide (2-1) as a dark yellow oil. The reactants are CNC (dimethylamine), ClS(=O)(=O)O (chlorosulfonic acid), ClS(=O)(=O)O (chlorosulfonic acid), BrC=1C=CC2=C(C=C(CCN2C2=CC=CC=C2)C(=O)OC)C1 (methyl 7-bromo-1-phenyl-2,3-dihydro-1H-1-benzazepine-4-carboxylate). The solvent is CO (methanol), ClCCl (dichloromethane). Conditions: time 30 minute. Yields the product BrC=1C=CC2=C(C=C(CCN2C2=CC=C(C=C2)S(N(C)C)(=O)=O)C(=O)OC)C1 (methyl 7-bromo-1-(N,N-dimethyl-4-sulfamoylphenyl)-2,3-dihydro-1H-1-benzazepine-4-carboxylate). RXN SMILES: [Br:1][C:2]1[CH:3]=[CH:4][C:5]2[N:11]([C:12]3[CH:17]=[CH:16][CH:15]=[CH:14][CH:13]=3)[CH2:10][CH2:9][C:8]([C:18]([O:20][CH3:21])=[O:19])=[CH:7][C:6]=2[CH:22]=1.Cl[S:24]([OH:27])(=O)=[O:25].[CH3:28][NH:29][CH3:30]>ClCCl.CO>[Br:1][C:2]1[CH:3]=[CH:4][C:5]2[N:11]([C:12]3[CH:17]=[CH:16][C:15]([S:24](=[O:27])(=[O:25])[N:29]([CH3:30])[CH3:28])=[CH:14][CH:13]=3)[CH2:10][CH2:9][C:8]([C:18]([O:20][CH3:21])=[O:19])=[CH:7][C:6]=2[CH:22]=1. Procedure: In dichloromethane (10 ml) was dissolved methyl 7-bromo-1-phenyl-2,3-dihydro-1H-1-benzazepine-4-carboxylate (0.4 g). Under ice-cooling, to the solution was added dropwise chlorosulfonic acid (0.74 ml). The mixture was stirred at room temperature for 30 minutes and, to the mixture was additionally added chlorosulfonic acid (0.37 ml), and the mixture was stirred at room temperature for 30 minutes. The reaction solution was added dropwise to 2M dimethylamine solution in methanol (35 ml) under ice-c... Starting materials: C1COCCN1, O=C(c1ccc(F)cc1)C(Br)CCCl, [I-], [K+], c1ccccc1. The product is O=C(c1ccc(F)cc1)C(CCCl)N1CCOCC1. Reaction SMILES: [CH2:15]1[CH2:16][O:17][CH2:18][CH2:19][NH:20]1.[F:1][c:2]1[cH:3][cH:4][c:5]([C:6](=[O:7])[CH:8]([CH2:9][CH2:10][Cl:11])[Br:12])[cH:13][cH:14]1.[I-:22].[K+:21].[cH:23]1[cH:24][cH:25][cH:26][cH:27][cH:28]1>>[F:1][c:2]1[cH:3][cH:4][c:5]([C:6](=[O:7])[CH:8]([CH2:9][CH2:10][Cl:11])[N:20]2[CH2:15][CH2:16][O:17][CH2:18][CH2:19]2)[cH:13][cH:14]1. The reactants are NCC=1C=C(C=CC1)C1=CC=CC=2N1N=C(N2)NC2=CC=C(C=C2)OCCN2CCCC2 ([5-(3-Aminomethyl-phenyl)-[1,2,4]triazolo[1,5-a]pyridin-2-yl]-[4-(2-pyrrolidin-1-yl-ethoxy)-phenyl]-amine), ClC=1C=C(C=CC1)N=C=O (3-Chlorophenyl isocyanate). The solvent is ClCCl (dichloromethane). Conditions: time 8 hour. Product: ClC=1C=C(C=CC1)NC(=O)NCC1=CC(=CC=C1)C1=CC=CC=2N1N=C(N2)NC2=CC=C(C=C2)OCCN2CCCC2 (1-(3-Chloro-phenyl)-3-(3-{2-[4-(2-pyrrolidin-1-yl-ethoxy)-phenylamino]-[1,2,4]triazolo[1,5-a]pyridin-5-yl}-benzyl)-urea). RXN SMILES: [NH2:1][CH2:2][C:3]1[CH:4]=[C:5]([C:9]2[N:14]3[N:15]=[C:16]([NH:18][C:19]4[CH:24]=[CH:23][C:22]([O:25][CH2:26][CH2:27][N:28]5[CH2:32][CH2:31][CH2:30][CH2:29]5)=[CH:21][CH:20]=4)[N:17]=[C:13]3[CH:12]=[CH:11][CH:10]=2)[CH:6]=[CH:7][CH:8]=1.[Cl:33][C:34]1[CH:35]=[C:36]([N:40]=[C:41]=[O:42])[CH:37]=[CH:38][CH:39]=1>ClCCl>[Cl:33][C:34]1[CH:35]=[C:36]([NH:40][C:41]([NH:1][CH2:2][C:3]2[CH:8]=[CH:7][CH:6]=[C:5]([C:9]3[N:14]4[N:15]=[C:16]([NH:18][C:19]5[CH:24]=[CH:23][C:22]([O:25][CH2:26][CH2:27][N:28]6[CH2:29][CH2:30][CH2:31][CH2:32]6)=[CH:21][CH:20]=5)[N:17]=[C:13]4[CH:12]=[CH:11][CH:10]=3)[CH:4]=2)=[O:42])[CH:37]=[CH:38][CH:39]=1. Procedure: [5-(3-Aminomethyl-phenyl)-[1,2,4]triazolo[1,5-a]pyridin-2-yl]-[4-(2-pyrrolidin-1-yl-ethoxy)-phenyl]-amine (40 mg, 0.093 mmol) was dissolved in dichloromethane (1 ml). 3-Chlorophenyl isocyanate (13 μl, 0.103 mmol) was added and the mixture stirred overnight. The solvent was removed under reduced pressure and the product was purified by preparatory HPLC to give the desired product. LCMS RT: 2.86 min, MI: 582, Method: 2. 1H NMR (DMSO, 300 MHz): 9.38 (s, 1H), 8.99 (s, 1H), 8.16 (s, 1H), 7.96 (s, 1H)... Reactants: C1(=CC=CC=C1)S(=O)(=O)NC1=C(C2=C(S1)CCCC2)C(=O)OCC (ethyl 2-benzenesulphonylamino-4,5,6,7-tetrahydro-benzo[b]thiophene-3-carboxylate), C1(=CC=CC=C1)S(=O)(=O)Cl (benzenesulphonyl chloride), NC=1SC(=C(C1C(=O)OCC)C)Br (ethyl 2-amino-5-bromo-4-methylthiophene-3-carboxylate), NC=1SC(=C(C1C(=O)OCC)C)Br (ethyl 2-amino-5-bromo-4-methylthiophene-3-carboxylate). The product is C1(=CC=CC=C1)S(=O)(=O)NC=1SC(=C(C1C(=O)OCC)C)Br (Ethyl 2-benzenesulphonylamino-5-bromo-4-methylthiophene-3-carboxylate). RXN SMILES: [C:1]1([S:7]([NH:10][C:11]2[S:15][C:14]3CCC[CH2:19][C:13]=3[C:12]=2[C:20]([O:22][CH2:23][CH3:24])=[O:21])(=[O:9])=[O:8])[CH:6]=[CH:5][CH:4]=[CH:3][CH:2]=1.NC1SC([Br:37])=C(C)C=1C(OCC)=O.C1(S(Cl)(=O)=O)C=CC=CC=1>>[C:1]1([S:7]([NH:10][C:11]2[S:15][C:14]([Br:37])=[C:13]([CH3:19])[C:12]=2[C:20]([O:22][CH2:23][CH3:24])=[O:21])(=[O:9])=[O:8])[CH:6]=[CH:5][CH:4]=[CH:3][CH:2]=1. Procedure details: Prepared by proceeding in a similar manner to Intermediate 1, starting from ethyl 2-amino-5-bromo-4-methylthiophene-3-carboxylate (Intermediate 35) and benzenesulphonyl chloride The reactants are CS(C)=O, CCN(C(C)C)C(C)C, ClCCl, OCCc1c(Cl)ccc(NCC(F)(F)c2ccccc2)c1F, O=S(=O)=O, c1ccncc1. Yields the product O=CCc1c(Cl)ccc(NCC(F)(F)c2ccccc2)c1F. RXN SMILES: [CH3:1][S:2]([CH3:3])=[O:4].[CH:5]([N:6]([CH2:7][CH3:8])[CH:9]([CH3:10])[CH3:11])([CH3:12])[CH3:13].[Cl:46][CH2:47][Cl:48].[F:14][C:15]([CH2:16][NH:17][c:18]1[c:19]([F:28])[c:20]([CH2:25][CH2:26][OH:27])[c:21]([Cl:24])[cH:22][cH:23]1)([c:29]1[cH:30][cH:31][cH:32][cH:33][cH:34]1)[F:35].[S:42](=[O:43])(=[O:44])=[O:45].[n:36]1[cH:37][cH:38][cH:39][cH:40][cH:41]1>>[F:14][C:15]([CH2:16][NH:17][c:18]1[c:19]([F:28])[c:20]([CH2:25][CH:26]=[O:27])[c:21]([Cl:24])[cH:22][cH:23]1)([c:29]1[cH:30][cH:31][cH:32][cH:33][cH:34]1)[F:35]. The reactants are BrC=1C=C2C(CCNC2=NC1)OC1=CC(=CC=C1)Cl (6-Bromo-4-(3-chlorophenoxy)-1,2,3,4-tetrahydro-[1,8]naphthyridine), CN1CCN(CC1)C1=NC=C(C=C1)B1OC(C(O1)(C)C)(C)C (1-methyl-4-[5-(4,4,5,5-tetramethyl-[1,3,2]dioxaborolan-2-yl)pyridin-2-yl]piperazine). Solvent: CO.C(Cl)Cl (methanol CH2Cl2). Yields the product ClC=1C=C(OC2CCNC3=NC=C(C=C23)C=2C=NC(=CC2)N2CCN(CC2)C)C=CC1 (4-(3-Chlorophenoxy)-6-[6-(4-methylpiperazin-1-yl)pyridin-3-yl]-1,2,3,4-tetrahydro-[1,8]naphthyridine). Isolated yield 55.0%. Reaction SMILES: Br[C:2]1[CH:3]=[C:4]2[C:9](=[N:10][CH:11]=1)[NH:8][CH2:7][CH2:6][CH:5]2[O:12][C:13]1[CH:18]=[CH:17][CH:16]=[C:15]([Cl:19])[CH:14]=1.[CH3:20][N:21]1[CH2:26][CH2:25][N:24]([C:27]2[CH:32]=[CH:31][C:30](B3OC(C)(C)C(C)(C)O3)=[CH:29][N:28]=2)[CH2:23][CH2:22]1>CO.C(Cl)Cl>[Cl:19][C:15]1[CH:14]=[C:13]([CH:18]=[CH:17][CH:16]=1)[O:12][CH:5]1[C:4]2[C:9](=[N:10][CH:11]=[C:2]([C:30]3[CH:29]=[N:28][C:27]([N:24]4[CH2:23][CH2:22][N:21]([CH3:20])[CH2:26][CH2:25]4)=[CH:32][CH:31]=3)[CH:3]=2)[NH:8][CH2:7][CH2:6]1 |f:2.3|. Procedure: 6-Bromo-4-(3-chlorophenoxy)-1,2,3,4-tetrahydro-[1,8]naphthyridine (20 mg) was reacted with 1-methyl-4-[5-(4,4,5,5-tetramethyl-[1,3,2]dioxaborolan-2-yl)pyridin-2-yl]piperazine (25.0 mg) as in General Procedure 13. Silica gel chromatography using a gradient of 0-20% methanol/CH2Cl2 as the eluting solvent gave the title compound as an orange foam (55% yield). LCMS: m/z=436.12 (M+H+), 1H-NMR (CDCl3, 400 MHz) δ 2.0-2.11 (m, 1H), 2.21-2.32 (m, 1H), 2.36 (s, 3H), 2.54 (t, J=5.0 Hz, 4H), 3.39-3.49 (m, 1... The reactants are C(C)(C)(C)OC(N(C)C1CCC(CC1)C(=O)N1CC(C(C1)C1=CC(=C(C=C1)Cl)Cl)C(C)OC1=NC=C(C=C1)C#N)=O ({4-[(3RS,4SR)-3-[(SR)-1-(5-cyano-pyridin-2-yloxy)-ethyl]-4-(3,4-dichloro-phenyl)-pyrrolidine-1-carbonyl]-cyclohexyl}-methyl-carbamic acid tert-butyl ester), C(=O)(C(F)(F)F)O (TFA), C(=O)(O)[O-].[Na+] (NaHCO3). Run in C(Cl)Cl (CH2Cl2). Conditions: time 1 hour. The product is ClC=1C=C(C=CC1Cl)C1C(CN(C1)C(=O)C1CCC(CC1)NC)C(C)OC1=NC=C(C#N)C=C1 (6-{(SR)-1-[(3RS,4SR)-4-(3,4-Dichloro-phenyl)-1-(4-methylamino-cyclohexanecarbonyl)-pyrrolidin-3-yl]-ethoxy}-nicotinonitrile). Yield: 98.0%. Reaction SMILES: C(O[C:6](=O)[N:7]([CH:9]1[CH2:14][CH2:13][CH:12]([C:15]([N:17]2[CH2:21][CH:20]([C:22]3[CH:27]=[CH:26][C:25]([Cl:28])=[C:24]([Cl:29])[CH:23]=3)[CH:19]([CH:30]([O:32][C:33]3[CH:38]=[CH:37][C:36]([C:39]#[N:40])=[CH:35][N:34]=3)[CH3:31])[CH2:18]2)=[O:16])[CH2:11][CH2:10]1)C)(C)(C)C.C(O)(C(F)(F)F)=O.C([O-])(O)=O.[Na+]>C(Cl)Cl>[Cl:29][C:24]1[CH:23]=[C:22]([CH:20]2[CH2:21][N:17]([C:15]([CH:12]3[CH2:13][CH2:14][CH:9]([NH:7][CH3:6])[CH2:10][CH2:11]3)=[O:16])[CH2:18][CH:19]2[CH:30]([O:32][C:33]2[CH:38]=[CH:37][C:36]([C:39]#[N:40])=[CH:35][N:34]=2)[CH3:31])[CH:27]=[CH:26][C:25]=1[Cl:28] |f:2.3|. Reported procedure: To a stirred solution of {4-[(3RS,4SR)-3-[(SR)-1-(5-cyano-pyridin-2-yloxy)-ethyl]-4-(3,4-dichloro-phenyl)-pyrrolidine-1-carbonyl]-cyclohexyl}-methyl-carbamic acid tert-butyl ester described herein above (30 mg, 0.050 mmol) in CH2Cl2 (4 mL) was added TFA (1 mL). After 1 hour, aqueous NaHCO3 was added until ph=8, the product was extracted with CH2Cl2. The combined organic phases were dried over Na2SO4 to give the title product as a colorless oil (25 mg, 98%). ES-MS m/e: 500.9 (M+H+).